Dataset: the Open Reaction Database (ORD), a public repository of structured organic reaction records. Task: describe an organic reaction: reactants, conditions, products, and yield Reaction conditions: temperature 60 celsius, time 5 minute. The reactants are C(C)(=O)OC(C)=O (Acetic anhydride), C1(CC1)C=1C(=CC(=C(C=O)C1)[N+](=O)[O-])[N+](=O)[O-] (5-cyclopropyl-2,4-dinitrobenzaldehyde), BrC1=CC=C(N)C=C1 (4-bromoaniline), [C-]#N.[Na+] (sodium cyanide), [C-]#N.[Na+] (Sodium cyanide). Solvent: C(C)(=O)O (acetic acid). As a reaction SMILES: [CH:1]1([C:4]2[C:5]([N+:15]([O-:17])=[O:16])=[CH:6][C:7]([N+:12]([O-:14])=O)=[C:8]([CH:11]=2)[CH:9]=O)[CH2:3][CH2:2]1.[Br:18][C:19]1[CH:25]=[CH:24][C:22]([NH2:23])=[CH:21][CH:20]=1.[C-:26]#[N:27].[Na+].C(OC(=O)C)(=O)C>C(O)(=O)C>[Br:18][C:19]1[CH:25]=[CH:24][C:22]([N:23]2[C:9]([C:26]#[N:27])=[C:8]3[C:7]([CH:6]=[C:5]([N+:15]([O-:17])=[O:16])[C:4]([CH:1]4[CH2:2][CH2:3]4)=[CH:11]3)=[N+:12]2[O-:14])=[CH:21][CH:20]=1 |f:2.3|. Yield: 39.0%. Reported procedure: To a stirred suspension of compound (iv) (6.2 g, 0.026 mol) in acetic acid (120 mL) was added 4-bromoaniline (9.28 g, 0.054 mol) and the reaction mixture was heated to 60° C. to get a clear solution. To this was added sodium cyanide portionwise (6.2 g, 0.127 mol) and the reaction mixture was stirred at 60° C. for 5 min. Acetic anhydride (1.9 mL, 0.020 mol) was added and the reaction mixture was stirred for 5 min at the same temperature. Sodium cyanide (6.2 g, 0.127 mol) was then added at the sam... The product is BrC1=CC=C(C=C1)N1[N+](=C2C=C(C(=CC2=C1C#N)C1CC1)[N+](=O)[O-])[O-] (2-(4-bromophenyl)-5-cyclopropyl-6-nitro-2H-indazole-3-carbonitrile 1-oxide).